From a dataset of the Open Reaction Database (ORD), a public repository of structured organic reaction records. describe an organic reaction: reactants, conditions, products, and yield The reactants are OC1=C(N(S(C2=C1SC1=C2C=CC=C1)(=O)=O)C)C(=O)OC (methyl 4-hydroxy-2-methyl-2H-[1] benzothieno [2,3-e]-1,2-thiazine-3-carboxylate-1,1-dioxide), S1C(=NC2=C1CCC2)N (5,6-dihydro-4H-cyclopentathiazole-2-amine). Yields the product S1C(=NC2=C1CCC2)NC(=O)C=2N(S(C1=C(C2O)SC2=C1C=CC=C2)(=O)=O)C (N-(5,6-Dihydro-4H-cyclopentathiazole-2-yl)-4-hydroxy-2-methyl-2H-[1] benzothieno [2,3-e]-1,2-thiazine-3-carboxamide-1,1-dioxide). Isolated yield 57.0%. As a reaction SMILES: [OH:1][C:2]1[C:7]2[S:8][C:9]3[CH:14]=[CH:13][CH:12]=[CH:11][C:10]=3[C:6]=2[S:5](=[O:16])(=[O:15])[N:4]([CH3:17])[C:3]=1[C:18](OC)=[O:19].[S:22]1[C:26]2[CH2:27][CH2:28][CH2:29][C:25]=2[N:24]=[C:23]1[NH2:30]>>[S:22]1[C:26]2[CH2:27][CH2:28][CH2:29][C:25]=2[N:24]=[C:23]1[NH:30][C:18]([C:3]1[N:4]([CH3:17])[S:5](=[O:15])(=[O:16])[C:6]2[C:10]3[CH:11]=[CH:12][CH:13]=[CH:14][C:9]=3[S:8][C:7]=2[C:2]=1[OH:1])=[O:19]. Procedure details: Prepared analogous to Example 1 from methyl 4-hydroxy-2-methyl-2H-[1] benzothieno [2,3-e]-1,2-thiazine-3-carboxylate-1,1-dioxide and 5,6-dihydro-4H-cyclopentathiazole-2-amine with a yield of 57% of theory. The reactants are CC1(OC2=C([C@H]([C@@H]1O)N)C=CC(=C2)[N+](=O)[O-])C (trans-3,4-dihydro-2,2-dimethyl-3-hydroxy-7-nitro-2H-1-benzopyran-4-amine), C(=O)(OC)C1=C(C=O)C=CC=C1 (2-carbomethoxybenzaldehyde), ( 11 ), C(#N)[BH3-].[Na+] (sodium cyanoborohydride). The reagents and catalysts are [Cl-].[Zn+2].[Cl-] (zinc chloride). Solvent: CO (methanol), CO (methanol). Conditions: temperature 50 celsius, time 2 day. The product is CC1(OC2=C([C@H]([C@@H]1O)N1C(C3=CC=CC=C3C1)=O)C=CC(=C2)[N+](=O)[O-])C (trans-2-(3,4-Dihydro-2,2-dimethyl-3-hydroxy-7-nitro-2H-1-benzopyran-4-yl)-2,3-dihydro-1H-isoindol-1-one). Yield: 74.4%. As a reaction SMILES: [CH3:1][C:2]1([CH3:17])[C@@H:7]([OH:8])[C@H:6]([NH2:9])[C:5]2[CH:10]=[CH:11][C:12]([N+:14]([O-:16])=[O:15])=[CH:13][C:4]=2[O:3]1.[C:18]([C:22]1[CH:29]=[CH:28][CH:27]=[CH:26][C:23]=1[CH:24]=O)(OC)=[O:19].C([BH3-])#N.[Na+]>CO.[Cl-].[Zn+2].[Cl-]>[CH3:1][C:2]1([CH3:17])[C@@H:7]([OH:8])[C@H:6]([N:9]2[CH2:24][C:23]3[C:22](=[CH:29][CH:28]=[CH:27][CH:26]=3)[C:18]2=[O:19])[C:5]2[CH:10]=[CH:11][C:12]([N+:14]([O-:16])=[O:15])=[CH:13][C:4]=2[O:3]1 |f:2.3,5.6.7|. Reported procedure: To 351 mg (1.48 mmol) of trans-3,4-dihydro-2,2-dimethyl-3-hydroxy-7-nitro-2H-1-benzopyran-4-amine in methanol (3 mL) containing 290 mg (1.77 mmol) of 2-carbomethoxybenzaldehyde was added 1.5 mL (0.75 mmol) of 0.5M zinc chloride-modified sodium cyanoborohydride in methanol, prepared according to the method of Kim et al. J. Org. Chem. 50 (11), 1927 (1985). After stirring at 50° C. for two days, the reaction mixture was quenched with saturated NaHCO3 solution, extracted into CH2Cl2, dried (K2CO3) a... The reactants are COC(CNC1=CC(=C(C=C1)F)OC)OC (N-(2,2-dimethoxyethyl)-4-fluoro-3-methoxyaniline), N1=CC=CC=C1 (pyridine), CS(=O)(=O)Cl (methanesulphonyl chloride). The solvent is ClCCl (dichloromethane). Yields the product COC(CN(C1=CC(=C(C=C1)F)OC)S(=O)(=O)C)OC (N-(2,2-dimethoxyethyl)-N-methanesulphonyl-4-fluoro-3-methoxyaniline). Yield: 97.6%. As a reaction SMILES: [CH3:1][O:2][CH:3]([O:15][CH3:16])[CH2:4][NH:5][C:6]1[CH:11]=[CH:10][C:9]([F:12])=[C:8]([O:13][CH3:14])[CH:7]=1.N1C=CC=CC=1.[CH3:23][S:24](Cl)(=[O:26])=[O:25]>ClCCl>[CH3:16][O:15][CH:3]([O:2][CH3:1])[CH2:4][N:5]([S:24]([CH3:23])(=[O:26])=[O:25])[C:6]1[CH:11]=[CH:10][C:9]([F:12])=[C:8]([O:13][CH3:14])[CH:7]=1. Procedure: N-(2,2-dimethoxyethyl)-4-fluoro-3-methoxyaniline (1.46 g, 6.37 mmol) in dichloromethane (20 ml) was treated with pyridine (0.5 g 6.37 mmol) and methanesulphonyl chloride (766 mg, 6.69 mmol) and the mixture stirred until the reaction was complete by tlc. Aqueous work up and removal of solvent in vacuo gave N-(2,2-dimethoxyethyl)-N-methanesulphonyl-4-fluoro-3-methoxyaniline 1.91 g Starting materials: C(C)(=O)OCC1OC(C(C(C1OC(C)=O)OC(C)=O)OC(C)=O)OC1=C(SC=C1)C=CC1=CC=C(C=C1)OC (3,4,5-triacetoxy-6-{2-[2-(4-methoxy-phenyl)-vinyl]-thiophen-3-yloxy}-tetrahydropyran-2-ylmethyl acetate), C[O-].[Na+] (NaOMe). Solvent: CO (MeOH), CO (methanol). Run at temperature 22 celsius, time 18 hour. Product: OCC1OC(C(C(C1O)O)O)OC1=C(SC=C1)C=CC1=CC=C(C=C1)OC (2-Hydroxymethyl-6-{2-[2-(4-methoxy-phenyl)-vinyl]-thiophen-3-yloxy}-tetrahydro-pyran-3,4,5-triol). RXN SMILES: C([O:4][CH2:5][CH:6]1[CH:11]([O:12]C(=O)C)[CH:10]([O:16]C(=O)C)[CH:9]([O:20]C(=O)C)[CH:8]([O:24][C:25]2[CH:29]=[CH:28][S:27][C:26]=2[CH:30]=[CH:31][C:32]2[CH:37]=[CH:36][C:35]([O:38][CH3:39])=[CH:34][CH:33]=2)[O:7]1)(=O)C.C[O-].[Na+]>CO>[OH:4][CH2:5][CH:6]1[CH:11]([OH:12])[CH:10]([OH:16])[CH:9]([OH:20])[CH:8]([O:24][C:25]2[CH:29]=[CH:28][S:27][C:26]=2[CH:30]=[CH:31][C:32]2[CH:33]=[CH:34][C:35]([O:38][CH3:39])=[CH:36][CH:37]=2)[O:7]1 |f:1.2|. Reported procedure: 150 mg of 3,4,5-triacetoxy-6-{2-[2-(4-methoxy-phenyl)-vinyl]-thiophen-3-yloxy}-tetrahydropyran-2-ylmethyl acetate were suspended in 10 ml of dry methanol. 1.0 ml of a methanolic NaOMe solution (10 mg/ml) was added. The solution was stirred at 22° C. for 18 h. Amberlyst 15 (H+ form) was added and the solution was diluted with 10 ml of MeOH and filtered, and the residue was washed with 20 ml of methanol. The organic phase was concentrated, and the residue was purified by chromatography on silica g... Starting materials: C=CC#N, C1COCCO1, C[N+](C)(C)Cc1ccccc1, CO, [OH-], COC(=O)c1cc2ccccc2[nH]1. The product is COC(=O)c1cc2ccccc2n1CCC#N. RXN SMILES: [CH2:1]=[CH:2][C:3]#[N:4].[CH2:32]1[O:33][CH2:34][CH2:35][O:36][CH2:37]1.[CH2:8]([N+:9]([CH3:10])([CH3:11])[CH3:12])[c:13]1[cH:14][cH:15][cH:16][cH:17][cH:18]1.[CH3:5][OH:6].[OH-:7].[nH:19]1[c:20]([C:28](=[O:29])[O:30][CH3:31])[cH:21][c:22]2[cH:23][cH:24][cH:25][cH:26][c:27]12>>[CH2:1]([CH2:2][C:3]#[N:4])[n:19]1[c:20]([C:28](=[O:29])[O:30][CH3:31])[cH:21][c:22]2[cH:23][cH:24][cH:25][cH:26][c:27]12. Solvent: O1CCOCC1 (p-dioxane). RXN SMILES: [C:1]([C:3]1[C:4]([NH:19][C:20]2[CH:21]=[C:22]([CH:28]=[CH:29][C:30]=2[CH3:31])[C:23]([NH:25][O:26][CH3:27])=[O:24])=[N:5][C:6](S(C)=O)=[N:7][C:8]=1[N:9]([CH2:11][C:12]([CH3:15])([CH3:14])[CH3:13])[CH3:10])#[N:2].C([N:39]1[CH2:43][CH2:42][C@@H:41]([NH2:44])[CH2:40]1)(OC(C)(C)C)=O.CCN(C(C)C)C(C)C>O1CCOCC1>[C:1]([C:3]1[C:4]([NH:19][C:20]2[CH:21]=[C:22]([CH:28]=[CH:29][C:30]=2[CH3:31])[C:23]([NH:25][O:26][CH3:27])=[O:24])=[N:5][C:6]([NH:44][CH:41]2[CH2:42][CH2:43][NH:39][CH2:40]2)=[N:7][C:8]=1[N:9]([CH2:11][C:12]([CH3:15])([CH3:14])[CH3:13])[CH3:10])#[N:2]. Starting materials: C(#N)C=1C(=NC(=NC1N(C)CC(C)(C)C)S(=O)C)NC=1C=C(C(=O)NOC)C=CC1C (3-{5-Cyano-6-[(2,2-dimethyl-propyl)-methyl-amino]-2-methanesulfinyl-pyrimidin-4-ylamino}-N-methoxy-4-methyl-benzamide), C(=O)(OC(C)(C)C)N1C[C@@H](CC1)N (1-N-Boc-3-(R)-aminopyrrolidine), CCN(C(C)C)C(C)C (DIEA). Product: C(#N)C=1C(=NC(=NC1N(C)CC(C)(C)C)NC1CNCC1)NC=1C=C(C(=O)NOC)C=CC1C (3-[5-Cyano-6-[(2,2-dimethyl-propyl)-methyl-amino]-2-(pyrrolidin-3-ylamino)-pyrimidin-4-ylamino]-N-methoxy-4-methyl-benzamide). Procedure details: 3-{5-Cyano-6-[(2,2-dimethyl-propyl)-methyl-amino]-2-methanesulfinyl-pyrimidin-4-ylamino}-N-methoxy-4-methyl-benzamide (33 mg) and 1-N-Boc-3-(R)-aminopyrrolidine (30 mg), DIEA (0.2 mL) and p-dioxane (2 mL) were heated in a sealed tube at 75° C. for overnight. After the removal of the solvent in vacuo, the product was purified by silica gel column chromatography and treated with TFA/DCM (1:1) in order to remove the Boc-group. The product was then converted to hydrochloride salt by treating it with... Solvent: C1CCOC1 (THF), C(C)(=O)OCC (ethyl acetate), C1CCOC1 (THF). The reactants are ICC=1N=C(OC1C(C)C)C1=C(C=C(C=C1)Cl)Cl (4-iodomethyl-5-isopropyl-2-(2,4-dichlorophenyl)oxazole), [Cl-].[NH4+] (ammonium chloride), C(C)(=O)NC1=CC2=C(C(=NO2)C)C=C1 (6-Acetamido-3-methyl-1,2-benzisoxazole), [Li+].CC(C)[N-]C(C)C (LDA). Yield: 65.7%. Product: C(C)(=O)NC1=CC2=C(C(=NO2)CCC=2N=C(OC2C(C)C)C2=C(C=C(C=C2)Cl)Cl)C=C1 (6-Acetamido-3-[2-[2-(2,4-dichlorophenyl)-5-isopropyl-4-oxazolyl]ethyl]-1,2-benzisoxazole). Reaction conditions: time 1 hour. Procedure details: 6-Acetamido-3-methyl-1,2-benzisoxazole (571 mg, 3.00 mmol) was dissolved in dry THF (18 mL). 2M of LDA (3.1 mL, 6.2 mmol) was dropwise added to the solution for 10 minutes under nitrogen atmosphere at −78° C. A solution of 4-iodomethyl-5-isopropyl-2-(2,4-dichlorophenyl)oxazole (1.19 g, 3.00 mmol) in THF (3.0 mL) was dropwise added to the resulting mixture for 7 minutes. The mixture was stirred for 1 hour under the same conditions. The mixture was allowed to room temperature. A saturated aqueous ... RXN SMILES: [C:1]([NH:4][C:5]1[CH:14]=[CH:13][C:8]2[C:9]([CH3:12])=[N:10][O:11][C:7]=2[CH:6]=1)(=[O:3])[CH3:2].[Li+].CC([N-]C(C)C)C.I[CH2:24][C:25]1[N:26]=[C:27]([C:33]2[CH:38]=[CH:37][C:36]([Cl:39])=[CH:35][C:34]=2[Cl:40])[O:28][C:29]=1[CH:30]([CH3:32])[CH3:31].[Cl-].[NH4+]>C1COCC1.C(OCC)(=O)C>[C:1]([NH:4][C:5]1[CH:14]=[CH:13][C:8]2[C:9]([CH2:12][CH2:24][C:25]3[N:26]=[C:27]([C:33]4[CH:38]=[CH:37][C:36]([Cl:39])=[CH:35][C:34]=4[Cl:40])[O:28][C:29]=3[CH:30]([CH3:32])[CH3:31])=[N:10][O:11][C:7]=2[CH:6]=1)(=[O:3])[CH3:2] |f:1.2,4.5|. The reactants are [BH4-].[Na+] (Sodium borohydride), C(#N)C1=CC(CC2=C(C=CC=C12)OC)C1=CC=CC=C1 (1-cyano-5-methoxy-3-phenyl-3,4-dihydronaphthalene). Run in C(C)O (ethanol). Yields the product C(#N)C1CC(CC2=C(C=CC=C12)OC)C1=CC=CC=C1 (1-Cyano-5-methoxy-3-phenyl-1,2,3,4-tetrahydronaphthalene). RXN SMILES: [BH4-].[Na+].[C:3]([C:5]1[C:14]2[C:9](=[C:10]([O:15][CH3:16])[CH:11]=[CH:12][CH:13]=2)[CH2:8][CH:7]([C:17]2[CH:22]=[CH:21][CH:20]=[CH:19][CH:18]=2)[CH:6]=1)#[N:4]>C(O)C>[C:3]([CH:5]1[C:14]2[C:9](=[C:10]([O:15][CH3:16])[CH:11]=[CH:12][CH:13]=2)[CH2:8][CH:7]([C:17]2[CH:22]=[CH:21][CH:20]=[CH:19][CH:18]=2)[CH2:6]1)#[N:4] |f:0.1|. Procedure: Sodium borohydride (6.8 g) is added to a suspension of 6.1 g (23.3 mmol) of 1-cyano-5-methoxy-3-phenyl-3,4-dihydronaphthalene, from Step 1, in 100 mL of absolute ethanol and the reaction mixture is heated at reflux temperature for 1.5 h. The solvent is evaporated under reduced pressure and the residue partitioned between equal volumes of ethyl acetate and 1N aqueous hydrochloric acid solution. The layers are separated and the organic layer is washed with aqueous sodium bicarbonate solution and b... Starting materials: Intermediate 21, CC(C(=O)O)(CC(=O)O)C (2,2-dimethylsuccinic acid), NCCO (2-aminoethanol). The product is CC1(CN(CC1)CCO)C (2-(3,3-Dimethylpyrrolidin-1-yl)ethanol). As a reaction SMILES: [CH3:1][C:2]([CH3:10])([CH2:6][C:7](O)=O)[C:3](O)=O.[NH2:11][CH2:12][CH2:13][OH:14]>>[CH3:1][C:2]1([CH3:10])[CH2:6][CH2:7][N:11]([CH2:12][CH2:13][OH:14])[CH2:3]1. Procedure details: The title compound was synthesized as described in Intermediate 21 using 2,2-dimethylsuccinic acid and 2-aminoethanol as starting materials. 1H NMR (CDCl3): δ 3.55 (t, 2H), 3.35 (br s, 1H), 2.60 (m, 4H), 2.33 (s, 2H), 1.55 (t, 2H), 1.43 (s, 6H). The reactants are [BH4-], CC(C)(C)OC(=O)n1cc(C=O)c2c(C(=O)OCc3ccccc3)cccc21, CO, Cl, [Na+], O. Product: CC(C)(C)OC(=O)n1cc(CO)c2c(C(=O)OCc3ccccc3)cccc21. Reaction SMILES: [BH4-:29].[C:1]([CH3:2])([CH3:3])([CH3:4])[O:5][C:6](=[O:7])[n:8]1[cH:9][c:10]([CH:27]=[O:28])[c:11]2[c:12]([C:17](=[O:18])[O:19][CH2:20][c:21]3[cH:22][cH:23][cH:24][cH:25][cH:26]3)[cH:13][cH:14][cH:15][c:16]12.[CH3:32][OH:33].[ClH:31].[Na+:30].[OH2:34]>>[C:1]([CH3:2])([CH3:3])([CH3:4])[O:5][C:6](=[O:7])[n:8]1[cH:9][c:10]([CH2:27][OH:28])[c:11]2[c:12]([C:17](=[O:18])[O:19][CH2:20][c:21]3[cH:22][cH:23][cH:24][cH:25][cH:26]3)[cH:13][cH:14][cH:15][c:16]12.